From a dataset of the Open Reaction Database (ORD), a public repository of structured organic reaction records. describe an organic reaction: reactants, conditions, products, and yield The reactants are [Si](C1=CC=CC=C1)(C1=CC=CC=C1)(C(C)(C)C)OCC=1C(=C(C2=C(C(=NO2)C(=O)OCC)C1)F)N1C[C@H](O[C@H](C1)C)C (Ethyl 5-((tert-butyldiphenylsilyloxy)methyl)-6-((2R,6S)-2,6-dimethylmorpholino)-7-fluorobenzo[d]isoxazole-3-carboxylate), [Si](C1=CC=CC=C1)(C1=CC=CC=C1)(C(C)(C)C)OCC=1C(=C(C2=C(C(=NO2)C(=O)OCC)C1)F)N1C[C@H](O[C@H](C1)C)C (Ethyl 5-((tert-butyldiphenylsilyloxy)methyl)-6-((2R,6S)-2,6-dimethylmorpholino)-7-fluorobenzo[d]isoxazole-3-carboxylate), COCCN (2-methoxyethanamine). Yields the product [Si](C1=CC=CC=C1)(C1=CC=CC=C1)(C(C)(C)C)OCC=1C(=C(C2=C(C(=NO2)C(=O)NCCOC)C1)F)N1C[C@H](O[C@H](C1)C)C (5-((tert-butyldiphenylsilyloxy)methyl)-6-((2R,6S)-2,6-dimethylmorpholino)-7-fluoro-N-(2-methoxyethyl)benzo[d]isoxazole-3-carboxamide). As a reaction SMILES: [Si:1]([O:18][CH2:19][C:20]1[C:21]([N:35]2[CH2:40][C@H:39]([CH3:41])[O:38][C@H:37]([CH3:42])[CH2:36]2)=[C:22]([F:34])[C:23]2[O:27][N:26]=[C:25]([C:28](OCC)=[O:29])[C:24]=2[CH:33]=1)([C:14]([CH3:17])([CH3:16])[CH3:15])([C:8]1[CH:13]=[CH:12][CH:11]=[CH:10][CH:9]=1)[C:2]1[CH:7]=[CH:6][CH:5]=[CH:4][CH:3]=1.[CH3:43][O:44][CH2:45][CH2:46][NH2:47]>>[Si:1]([O:18][CH2:19][C:20]1[C:21]([N:35]2[CH2:36][C@H:37]([CH3:42])[O:38][C@H:39]([CH3:41])[CH2:40]2)=[C:22]([F:34])[C:23]2[O:27][N:26]=[C:25]([C:28]([NH:47][CH2:46][CH2:45][O:44][CH3:43])=[O:29])[C:24]=2[CH:33]=1)([C:14]([CH3:17])([CH3:16])[CH3:15])([C:8]1[CH:13]=[CH:12][CH:11]=[CH:10][CH:9]=1)[C:2]1[CH:7]=[CH:6][CH:5]=[CH:4][CH:3]=1. Procedure: Starting materials: Ethyl 5-((tert-butyldiphenylsilyloxy)methyl)-6-((2R,6S)-2,6-dimethylmorpholino)-7-fluorobenzo[d]isoxazole-3-carboxylate (Intermediate 204) and 2-methoxyethanamine